This data is from the Open Reaction Database (ORD), a public repository of structured organic reaction records. The task is: describe an organic reaction: reactants, conditions, products, and yield Starting materials: N([C@@H](CC1=CC=C(C=C1)O)C(=O)O)C(=O)OC(C)(C)C (BOCTyr-OH), C(Cl)(Cl)Cl (CHCl3), CI (CH3I), [H-].[Na+] (NaH), C1CCOC1 (THF). The solvent is CO (MeOH), CC(=O)O (AcOH). Run at time 24 hour. Product: C(=O)(OC(C)(C)C)N([C@@H](CC1=CC=C(C=C1)OC)C(=O)O)C (BOC-MeTyr(Me)-OH). As a reaction SMILES: [NH:1]([C:14]([O:16][C:17]([CH3:20])([CH3:19])[CH3:18])=[O:15])[C@H:2]([C:11]([OH:13])=[O:12])[CH2:3][C:4]1[CH:9]=[CH:8]C(O)=CC=1.[CH3:21]I.[H-].[Na+].C(Cl)(Cl)Cl.[CH2:29]1[CH2:33][O:32][CH2:31][CH2:30]1>CC(O)=O.CO>[C:14]([N:1]([CH3:21])[C@H:2]([C:11]([OH:13])=[O:12])[CH2:3][C:4]1[CH:30]=[CH:29][C:33]([O:32][CH3:31])=[CH:8][CH:9]=1)([O:16][C:17]([CH3:18])([CH3:19])[CH3:20])=[O:15] |f:2.3|. Procedure details: To a solution of BOCTyr-OH (0.562 g, 2 mmol) in dry THF at 0° C. CH3I (2.8 g, 20 mmol) and NaH (0.24 g, 10 mmol) were added with vigorous stirring. The reaction mixture was stirred at r.t. for 24 hrs., then chilled, and NaH was destroyed by added EtOAc with water. The clear solution was evaporated to dryness and the residue was taken up in 10 ml of water. The aqueous solution was extracted with ether (2×10 ml), acidified with citric acid and extracted with EtOAc. The organic layer was washed wit...